This data is from the Open Reaction Database (ORD), a public repository of structured organic reaction records. The task is: describe an organic reaction: reactants, conditions, products, and yield The reactants are C(#N)C1=C(N)C=CC(=C1C)C#N (2,4-dicyano-3-methylaniline), Cl.ClC(=N)N (chloroformamidine hydrochloride), CS(=O)(=O)C (dimethylsulfone), [OH-].[Na+] (sodium hydroxide). The solvent is O (Water). The product is NC1=NC2=CC=C(C(=C2C(=N1)N)C)C#N (2,4-diamino-5-methyl-6-quinazolinecarbonitrile). Isolated yield 43.9%. As a reaction SMILES: [C:1]([C:3]1[C:9]([CH3:10])=[C:8]([C:11]#[N:12])[CH:7]=[CH:6][C:4]=1[NH2:5])#[N:2].Cl.Cl[C:15]([NH2:17])=[NH:16].CS(C)(=O)=O.[OH-].[Na+]>O>[NH2:17][C:15]1[N:16]=[C:1]([NH2:2])[C:3]2[C:4](=[CH:6][CH:7]=[C:8]([C:11]#[N:12])[C:9]=2[CH3:10])[N:5]=1 |f:1.2,4.5|. Procedure: A mixture of 0.3 g (1.91 mmol) of 2,4-dicyano-3-methylaniline, 0.44 g (3.82 mmol) of chloroformamidine hydrochloride, and 0.7 g of dimethylsulfone was heated to 170°-175° C. The mixture solidified after a time, and was allowed to cool to room temperature. Water (20 ml) was added, and the resulting mixture was made basic with 1 molar aqueous sodium hydroxide solution, filtered, and washed with water. The solids were triturated with methanol to yield 0.167 g of 2,4-diamino-5-methyl-6-quinazolineca... Starting materials: CC12CCC(C1)C(C)(C)C2NC(=O)c1ccc(Br)c(S(=O)(=O)N2CCOCC2)c1, CNC, CC(C)(C)[O-], CN(C)C=O, [K+], O=C(C=Cc1ccccc1)C=Cc1ccccc1, O=C(C=Cc1ccccc1)C=Cc1ccccc1, O=C(C=Cc1ccccc1)C=Cc1ccccc1, [Pd], [Pd]. Yields the product CN(C)c1ccc(C(=O)NC2C3(C)CCC(C3)C2(C)C)cc1S(=O)(=O)N1CCOCC1. RXN SMILES: [Br:1][c:2]1[c:3]([S:21](=[O:22])(=[O:23])[N:24]2[CH2:25][CH2:26][O:27][CH2:28][CH2:29]2)[cH:4][c:5]([C:6](=[O:7])[NH:8][CH:9]2[C:10]3([CH3:18])[CH2:11][CH2:12][CH:13]([C:14]2([CH3:15])[CH3:16])[CH2:17]3)[cH:19][cH:20]1.[CH3:30][NH:31][CH3:32].[CH3:33][C:34]([CH3:35])([O-:36])[CH3:37].[CH3:95][N:96]([CH3:97])[CH:98]=[O:99].[K+:38].[O:41]=[C:42]([CH:43]=[CH:44][c:45]1[cH:46][cH:47][cH:48][cH:49][cH:50]1)[CH:51]=[CH:52][c:53]1[cH:54][cH:55][cH:56][cH:57][cH:58]1.[O:59]=[C:60]([CH:61]=[CH:62][c:63]1[cH:64][cH:65][cH:66][cH:67][cH:68]1)[CH:69]=[CH:70][c:71]1[cH:72][cH:73][cH:74][cH:75][cH:76]1.[O:77]=[C:78]([CH:79]=[CH:80][c:81]1[cH:82][cH:83][cH:84][cH:85][cH:86]1)[CH:87]=[CH:88][c:89]1[cH:90][cH:91][cH:92][cH:93][cH:94]1.[Pd:39].[Pd:40]>>[c:2]1([N:31]([CH3:30])[CH3:32])[c:3]([S:21](=[O:22])(=[O:23])[N:24]2[CH2:25][CH2:26][O:27][CH2:28][CH2:29]2)[cH:4][c:5]([C:6](=[O:7])[NH:8][CH:9]2[C:10]3([CH3:18])[CH2:11][CH2:12][CH:13]([C:14]2([CH3:15])[CH3:16])[CH2:17]3)[cH:19][cH:20]1.